From a dataset of the Open Reaction Database (ORD), a public repository of structured organic reaction records. describe an organic reaction: reactants, conditions, products, and yield Run at time 5 day. Reactants: C(C)OC(=O)C=1N=CC=2NC3=CC=CC(=C3C2C1C)C=O (5-formyl-4-methyl-beta-carboline-3-carboxylic acid ethyl ester), [N+](=O)([O-])C (nitromethane), Cl.CN (methylamine hydrochloride), C([O-])([O-])=O.[Na+].[Na+] (sodium carbonate). Run in C(C)O (ethanol). Procedure: A solution of 5-formyl-4-methyl-beta-carboline-3-carboxylic acid ethyl ester (10 g), nitromethane (2 ml) and methylamine hydrochloride (0.2 g) in ethanol (50 ml) is mixed with sodium carbonate (0.3 g) and left for 5 days at 20° C. with occasional shaking. Then it is evaporated to beginning crystallization. 5 g of the title compound crystallizers from the solution cooled with ice water. Reaction SMILES: [CH2:1]([O:3][C:4]([C:6]1[N:7]=[CH:8][C:9]2[NH:10][C:11]3[C:16]([C:17]=2[C:18]=1[CH3:19])=[C:15]([CH:20]=O)[CH:14]=[CH:13][CH:12]=3)=[O:5])[CH3:2].[N+:22]([CH3:25])([O-:24])=[O:23].Cl.CN.C(=O)([O-])[O-].[Na+].[Na+]>C(O)C>[CH2:1]([O:3][C:4]([C:6]1[N:7]=[CH:8][C:9]2[NH:10][C:11]3[C:16]([C:17]=2[C:18]=1[CH3:19])=[C:15]([CH:20]=[CH:25][N+:22]([O-:24])=[O:23])[CH:14]=[CH:13][CH:12]=3)=[O:5])[CH3:2] |f:2.3,4.5.6|. The product is C(C)OC(=O)C=1N=CC=2NC3=CC=CC(=C3C2C1C)C=C[N+](=O)[O-] (5-(2-Nitrovinyl)-4-methyl-beta-carboline-3-carboxylic acid ethyl ester). Run in CC(=O)O (HOAc). Conditions: temperature 100 celsius. Procedure: A solution of (4-amino-2-bromophenyl)acetic acid (230 mg, 1 mmol) and triethyl orthoformate (444 mg, 3 mmol) in 8 mL of HOAc was added sodium azide (80 mg, 1.2 mmol), and the mixture was heated to 100° C. for 3 hours. The reaction mixture was cooled to ambient temperature and the solvent was removed under vacuum. The residue was dissolved in EtOAc, washed with water, dried over anhydrous sodium sulfate, and concentrated. The residue was purified by prep-TLC to afford [2-bromo-4-(1H-tetrazol-1-yl... As a reaction SMILES: [NH2:1][C:2]1[CH:7]=[CH:6][C:5]([CH2:8][C:9]([OH:11])=[O:10])=[C:4]([Br:12])[CH:3]=1.[CH:13](OCC)(OCC)OCC.[N-:23]=[N+:24]=[N-:25].[Na+]>CC(O)=O>[Br:12][C:4]1[CH:3]=[C:2]([N:1]2[CH:13]=[N:25][N:24]=[N:23]2)[CH:7]=[CH:6][C:5]=1[CH2:8][C:9]([OH:11])=[O:10] |f:2.3|. The reactants are NC1=CC(=C(C=C1)CC(=O)O)Br ((4-amino-2-bromophenyl)acetic acid), C(OCC)(OCC)OCC (triethyl orthoformate), [N-]=[N+]=[N-].[Na+] (sodium azide). Yields the product BrC1=C(C=CC(=C1)N1N=NN=C1)CC(=O)O ([2-bromo-4-(1H-tetrazol-1-yl)phenyl]acetic acid).